This data is from the Open Reaction Database (ORD), a public repository of structured organic reaction records. The task is: describe an organic reaction: reactants, conditions, products, and yield Reactants: ClCCCOC1=CC=C(C=C1)C=1N=C2N(C=CC=C2C)C1 (2-(4-chloropropoxyphenyl)-8-methylimidazo[1,2-a]pyridine), NC1=CC=CC=C1 (aniline), C(CCC)NCCCC (dibutylamine). The product is C(C1=CC=CC=C1)NCCCOC1=CC=C(C=C1)C=1N=C2N(C=CC=C2C)C1 (2-(4-Benzylaminopropoxyphenyl)-8-methylimidazo[1,2-a]pyridine). RXN SMILES: Cl[CH2:2][CH2:3][CH2:4][O:5][C:6]1[CH:11]=[CH:10][C:9]([C:12]2[N:13]=[C:14]3[C:19]([CH3:20])=[CH:18][CH:17]=[CH:16][N:15]3[CH:21]=2)=[CH:8][CH:7]=1.N[C:23]1[CH:28]=[CH:27][CH:26]=[CH:25][CH:24]=1.[CH2:29]([NH:33]CCCC)CCC>>[CH2:29]([NH:33][CH2:2][CH2:3][CH2:4][O:5][C:6]1[CH:11]=[CH:10][C:9]([C:12]2[N:13]=[C:14]3[C:19]([CH3:20])=[CH:18][CH:17]=[CH:16][N:15]3[CH:21]=2)=[CH:8][CH:7]=1)[C:23]1[CH:28]=[CH:27][CH:26]=[CH:25][CH:24]=1. Reported procedure: This compound was prepared according to the procedure described in Example 1 of U.S. Pat. No. 4,727,145. using 2-(4-chloropropoxyphenyl)-8-methylimidazo[1,2-a]pyridine and aniline instead of 2-(4-chloropropoxyphenyl)-imidazo[1,2-a]pyridine and dibutylamine respectively.